This data is from the Open Reaction Database (ORD), a public repository of structured organic reaction records. The task is: describe an organic reaction: reactants, conditions, products, and yield Reactants: COP1Oc2ccccc2-c2ccccc21, Cc1ccc(C(=O)Cl)cc1C, Cc1ccccc1. Yields the product Cc1ccc(C(=O)P2(=O)Oc3ccccc3-c3ccccc32)cc1C. Reaction SMILES: [CH3:12][O:13][P:14]1[O:15][c:16]2[c:17]([cH:24][cH:25][cH:26][cH:27]2)-[c:18]2[c:19]1[cH:20][cH:21][cH:22][cH:23]2.[CH3:1][c:2]1[cH:3][c:4]([C:5](=[O:6])[Cl:7])[cH:8][cH:9][c:10]1[CH3:11].[CH3:28][c:29]1[cH:30][cH:31][cH:32][cH:33][cH:34]1>>[CH3:1][c:2]1[cH:3][c:4]([C:5](=[O:6])[P:14]2(=[O:13])[O:15][c:16]3[c:17]([cH:24][cH:25][cH:26][cH:27]3)-[c:18]3[c:19]2[cH:20][cH:21][cH:22][cH:23]3)[cH:8][cH:9][c:10]1[CH3:11]. Reactants: CN(C)C=O (DMF), [Na].C(C)S (ethyl mercaptan sodium salt), CNC1=NC=C(C=C1NC(=O)C1=C(N=NC(=C1)Cl)Cl)C(F)(F)F (3,6-dichloropyridazine-4-carboxylic acid (2-methylamino-5-trifluoromethylpyridin-3-yl)-amide), CN(C)C=O (DMF), C1CCOC1 (THF). Solvent: O (water). Reaction conditions: time 1 hour. Product: CNC1=NC=C(C=C1NC(=O)C1=C(N=NC(=C1)Cl)SCC)C(F)(F)F (6-chloro-3-ethylsulfanylpyridazine-4-carboxylic acid (2-methylamino-5-trifluoromethylpyridin-3-yl)-amide). The yield is 81.7%. Reaction SMILES: CN(C=O)C.[Na].[CH2:7]([SH:9])[CH3:8].[CH3:10][NH:11][C:12]1[C:17]([NH:18][C:19]([C:21]2[CH:26]=[C:25]([Cl:27])[N:24]=[N:23][C:22]=2Cl)=[O:20])=[CH:16][C:15]([C:29]([F:32])([F:31])[F:30])=[CH:14][N:13]=1.C1COCC1>O>[CH3:10][NH:11][C:12]1[C:17]([NH:18][C:19]([C:21]2[CH:26]=[C:25]([Cl:27])[N:24]=[N:23][C:22]=2[S:9][CH2:7][CH3:8])=[O:20])=[CH:16][C:15]([C:29]([F:32])([F:31])[F:30])=[CH:14][N:13]=1 |f:1.2,^1:5|. Procedure details: 6 ml of a DMF solution of 342 mg of ethyl mercaptan sodium salt (80%) was added to a mixture of 1.19 g of 3,6-dichloropyridazine-4-carboxylic acid (2-methylamino-5-trifluoromethylpyridin-3-yl)-amide, 2 ml of DMF and 2 ml of THF under ice cooling, then the mixture was heated to room temperature, and stirred for 1 hour. The mixture was allowed to stand overnight, then water was poured to the reaction mixture, and the precipitated solid was filtered. The resulting solid was washed with water and n-... Starting materials: O (water), C([O-])([O-])=O.[Na+].[Na+] (sodium carbonate), ClC=1C=C(CN)C=CC1 (3-chlorobenzylamine), ClC1=C(OCCBr)C=CC(=C1)Cl (2-(2,4-dichlorophenoxy)ethyl bromide). The solvent is C(C)O (ethanol). Yields the product ClC=1C=C(CNCCOC2=C(C=C(C=C2)Cl)Cl)C=CC1 (N-3-chlorobenzyl-N-2-(2,4-dichlorophenoxy)ethylamine). RXN SMILES: [Cl:1][C:2]1[CH:11]=[C:10]([Cl:12])[CH:9]=[CH:8][C:3]=1[O:4][CH2:5][CH2:6]Br.C(=O)([O-])[O-].[Na+].[Na+].[Cl:19][C:20]1[CH:21]=[C:22]([CH:25]=[CH:26][CH:27]=1)[CH2:23][NH2:24].O>C(O)C>[Cl:19][C:20]1[CH:21]=[C:22]([CH:25]=[CH:26][CH:27]=1)[CH2:23][NH:24][CH2:6][CH2:5][O:4][C:3]1[CH:8]=[CH:9][C:10]([Cl:12])=[CH:11][C:2]=1[Cl:1] |f:1.2.3|. Reported procedure: 2.70 Grams (10.0 mmol) of 2-(2,4-dichlorophenoxy)ethyl bromide was dissolved in 30 ml of ethanol, followed by the addition of 1.06 g (10.0 mmol) of anhydrous sodium carbonate and 4.25 g (30.0 mmol) of 3-chlorobenzylamine. The mixture was refluxed for 6 hours on an oil bath. After cooling, the reaction mixture was poured into 100 ml of water and was extracted with chloroform (20 ml×3).